Dataset: the Open Reaction Database (ORD), a public repository of structured organic reaction records. Task: describe an organic reaction: reactants, conditions, products, and yield Reactants: O=C(NC1CCCCC1O)c1cnc(Br)c(-c2ccc(OC(F)(F)F)cc2)n1, OCc1ncccn1. Product: O=C(NC1CCCCC1O)c1cnc(OCc2ncccn2)c(-c2ccc(OC(F)(F)F)cc2)n1. As a reaction SMILES: [OH:1][CH:2]1[CH:3]([NH:8][C:9](=[O:10])[c:11]2[n:12][c:13](-[c:18]3[cH:19][cH:20][c:21]([O:24][C:25]([F:26])([F:27])[F:28])[cH:22][cH:23]3)[c:14]([Br:17])[n:15][cH:16]2)[CH2:4][CH2:5][CH2:6][CH2:7]1.[n:29]1[c:30]([CH2:35][OH:36])[n:31][cH:32][cH:33][cH:34]1>>[OH:1][CH:2]1[CH:3]([NH:8][C:9](=[O:10])[c:11]2[n:12][c:13](-[c:18]3[cH:19][cH:20][c:21]([O:24][C:25]([F:26])([F:27])[F:28])[cH:22][cH:23]3)[c:14]([O:36][CH2:35][c:30]3[n:29][cH:34][cH:33][cH:32][n:31]3)[n:15][cH:16]2)[CH2:4][CH2:5][CH2:6][CH2:7]1. Procedure details: A solution of 3,4-dimethoxy-N-(2-propenyl)benzocyclobutene-1-carboxamide (13.2 g, 0.053 mole) and o-dichlorobenzene (600 mL) was stirred at reflux for 15 hours. After cooling to 0°, a solid was filtered, washed with hexane, and dried (in-vacuo) to yield 6.8 g white solid. cis And trans isomers were separated by HPLC to obtain: 1.80 g trans isomer; mp 185°-7°; M+ 247; and 3.50 g cis isomer; mp 219°-21°; M+ 247. Solvent: ClC1=C(C=CC=C1)Cl (o-dichlorobenzene). RXN SMILES: [CH3:1][O:2][C:3]1[C:10]2[CH:9]=[C:8]([C:11]([NH:13][CH2:14][CH:15]=[CH2:16])=[O:12])[C:7]=2[CH:6]=[CH:5][C:4]=1[O:17][CH3:18]>ClC1C=CC=CC=1Cl>[CH3:1][O:2][C:3]1[C:10]2[CH2:9][CH2:16][C@H:15]3[C@@H:8]([C:11](=[O:12])[NH:13][CH2:14]3)[C:7]=2[CH:6]=[CH:5][C:4]=1[O:17][CH3:18]. Starting materials: COC1=C(C=CC=2C(=CC21)C(=O)NCC=C)OC (3,4-dimethoxy-N-(2-propenyl)benzocyclobutene-1-carboxamide). The product is COC1=C(C=CC=2[C@@H]3C(NC[C@H]3CCC21)=O)OC (trans-3a,4,5,9b-Tetrahydro-6,7-dimethoxy-1H-benz[e]isoindole-1-(2H)-one). Isolated yield 51.9%.